Task: describe an organic reaction: reactants, conditions, products, and yield. Dataset: the Open Reaction Database (ORD), a public repository of structured organic reaction records Reactants: C(C1=CC=CC=C1)N1CCC(CC1)NC1=C(C=C(C=N1)/C=C/C(=O)NOC1OCCCC1)Cl ((2E)-3-{6-[(1-benzyl-4-piperidyl)amino]-5-chloro-3-pyridyl}-N-(tetrahydro-2H-pyran-2-yloxy)acrylamide), Cl (HCl). Run in CCO (EtOH), CO (MeOH). Run at temperature 25 celsius, time 1 hour. Product: Cl.Cl.C(C1=CC=CC=C1)N1CCC(CC1)NC1=C(C=C(C=N1)/C=C/C(=O)NO)Cl ((2E)-3-{6-[(1-benzyl-4-piperidyl)amino]-5-chloro-3-pyridyl}-N-hydroxyacrylamide dihydrochloride). As a reaction SMILES: [CH2:1]([N:8]1[CH2:13][CH2:12][CH:11]([NH:14][C:15]2[N:20]=[CH:19][C:18](/[CH:21]=[CH:22]/[C:23]([NH:25][O:26]C3CCCCO3)=[O:24])=[CH:17][C:16]=2[Cl:33])[CH2:10][CH2:9]1)[C:2]1[CH:7]=[CH:6][CH:5]=[CH:4][CH:3]=1.[ClH:34]>CCO.CO>[ClH:33].[ClH:34].[CH2:1]([N:8]1[CH2:13][CH2:12][CH:11]([NH:14][C:15]2[N:20]=[CH:19][C:18](/[CH:21]=[CH:22]/[C:23]([NH:25][OH:26])=[O:24])=[CH:17][C:16]=2[Cl:33])[CH2:10][CH2:9]1)[C:2]1[CH:7]=[CH:6][CH:5]=[CH:4][CH:3]=1 |f:4.5.6|. Procedure details: To a solution of (2E)-3-{6-[(1-benzyl-4-piperidyl)amino]-5-chloro-3-pyridyl}-N-(tetrahydro-2H-pyran-2-yloxy)acrylamide(168 mg) in EtOH(2 ml) was treated with 10% HCl in MeOH (1.76 ml) and was stirred at 25° C. for 1 hour. The precipitate was collected, washed with EtOH, dried under reduced pressure to give (2E)-3-{6-[(1-benzyl-4-piperidyl)amino]-5-chloro-3-pyridyl}-N-hydroxyacrylamide dihydrochloride (137 mg). Reported procedure: 3-Bromo-2-methylthieno[2,3-c]pyridine-N-Oxide (0.500 g, 2.05 mmol) was dissolved in chloroform (10 mL) and treated with phosphorous oxychloride (0.955 ml, 10.2 mmol). The reaction was heated to 70° C. while stirring. After 3 hours, the volatiles were removed in vacuo and the residual phosphorous oxychloride was azeotroped with toluene. The resulting residue was taken up in DCM and washed (2×) with an aqueous saturated solution of sodium bicarbonate, then with water and then brine. The organic la... As a reaction SMILES: [Br:1][C:2]1[C:10]2[C:5](=[CH:6][N+:7]([O-])=[CH:8][CH:9]=2)[S:4][C:3]=1[CH3:12].P(Cl)(Cl)([Cl:15])=O>C(Cl)(Cl)Cl>[Br:1][C:2]1[C:10]2[C:5](=[C:6]([Cl:15])[N:7]=[CH:8][CH:9]=2)[S:4][C:3]=1[CH3:12]. Product: BrC1=C(SC2=C(N=CC=C21)Cl)C (3-bromo-7-chloro-2-methylthieno[2,3-c]pyridine). Conditions: temperature 70 celsius, time 3 hour. Starting materials: BrC1=C(SC2=C[N+](=CC=C21)[O-])C (3-Bromo-2-methylthieno[2,3-c]pyridine-N-Oxide), P(=O)(Cl)(Cl)Cl (phosphorous oxychloride). Run in C(Cl)(Cl)Cl (chloroform). Starting materials: BrC=1C=C(C#N)C=C(C1)OC(C)C (3-bromo-5-isopropoxy-benzonitrile), O (water), [OH-].[Na+] (NaOH). The solvent is CCO (EtOH). Product: BrC=1C=C(C(=O)O)C=C(C1)OC(C)C (3-bromo-5-isopropoxy-benzoic acid). Isolated yield 100.0%. As a reaction SMILES: [Br:1][C:2]1[CH:3]=[C:4]([CH:7]=[C:8]([O:10][CH:11]([CH3:13])[CH3:12])[CH:9]=1)[C:5]#N.[OH2:14].[OH-:15].[Na+]>CCO>[Br:1][C:2]1[CH:3]=[C:4]([CH:7]=[C:8]([O:10][CH:11]([CH3:13])[CH3:12])[CH:9]=1)[C:5]([OH:15])=[O:14] |f:2.3|. Procedure details: To a solution of 3-bromo-5-isopropoxy-benzonitrile (6.0 g, 24.78 mmol) in EtOH (80 ml) was added water (8.0 ml), followed by 50% NaOH (6.52 ml, 123.91 mmol). The reaction mixture was then refluxed for 2 hrs, concentrated down, re-dissolved in water, acidified with HCl, extracted with EtOAc. The EtOAc layer was separated, dried over MgSO4, filtrated, and concentrated to afford the final product 3-bromo-5-isopropoxy-benzoic acid (6.36 g, 100%). 1H NMR (300 MHz, DMSO-d6): δ 13.31 (s, 1H), 7.56 (s, ... The reactants are CC1=C(C=C(C=C1)NC(=O)C1=CC=C(C=C1)N(C1CNCC1)C)NC1=NC=CC(=N1)C=1C=NC=CC1 (N-{4-methyl-3-[(4-(3-pyridyl)pyrimidin-2-yl)amino]phenyl}[4-(methylpyrrolidin-3-ylamino)phenyl]carboxamide), C=O (HCHO). Product: CN(C1=CC=C(C=C1)C(=O)NC1=CC(=C(C=C1)C)NC1=NC=CC(=N1)C=1C=NC=CC1)C1CN(CC1)C ({4-[methyl(1-methylpyrrolidin-3-yl)amino]phenyl}-N-{4-methyl-3-[(4-(3-pyridyl)pyrimidin-2-yl)amino]phenyl}carboxamide). RXN SMILES: [CH3:1][C:2]1[CH:7]=[CH:6][C:5]([NH:8][C:9]([C:11]2[CH:16]=[CH:15][C:14]([N:17]([CH3:23])[CH:18]3[CH2:22][CH2:21][NH:20][CH2:19]3)=[CH:13][CH:12]=2)=[O:10])=[CH:4][C:3]=1[NH:24][C:25]1[N:30]=[C:29]([C:31]2[CH:32]=[N:33][CH:34]=[CH:35][CH:36]=2)[CH:28]=[CH:27][N:26]=1.[CH2:37]=O>>[CH3:23][N:17]([CH:18]1[CH2:22][CH2:21][N:20]([CH3:37])[CH2:19]1)[C:14]1[CH:13]=[CH:12][C:11]([C:9]([NH:8][C:5]2[CH:6]=[CH:7][C:2]([CH3:1])=[C:3]([NH:24][C:25]3[N:30]=[C:29]([C:31]4[CH:32]=[N:33][CH:34]=[CH:35][CH:36]=4)[CH:28]=[CH:27][N:26]=3)[CH:4]=2)=[O:10])=[CH:16][CH:15]=1. Procedure: The product from Example 7 was methylated via reductive amination with HCHO/NaBHCN (1.5 eq) to give the title compound. Mass: (M+1), 494. As a reaction SMILES: [C:1]([C:5]1[N:10]=[CH:9][C:8]([C:11]2[N:12]([C:32]([N:34]3[CH2:39][CH2:38][N:37]([CH2:40][C:41](O)=[O:42])[CH2:36][CH2:35]3)=[O:33])[C@@:13]([C:25]3[CH:30]=[CH:29][C:28]([Cl:31])=[CH:27][CH:26]=3)([CH3:24])[C@@:14]([C:17]3[CH:22]=[CH:21][C:20]([Cl:23])=[CH:19][CH:18]=3)([CH3:16])[N:15]=2)=[C:7]([O:44][CH2:45][CH3:46])[CH:6]=1)([CH3:4])([CH3:3])[CH3:2].[CH2:47]([O:49][CH2:50][CH2:51][NH:52][CH2:53][CH2:54][O:55][CH2:56][CH3:57])[CH3:48]>>[C:1]([C:5]1[N:10]=[CH:9][C:8]([C:11]2[N:12]([C:32]([N:34]3[CH2:39][CH2:38][N:37]([CH2:40][C:41]([N:52]([CH2:53][CH2:54][O:55][CH2:56][CH3:57])[CH2:51][CH2:50][O:49][CH2:47][CH3:48])=[O:42])[CH2:36][CH2:35]3)=[O:33])[C@@:13]([C:25]3[CH:26]=[CH:27][C:28]([Cl:31])=[CH:29][CH:30]=3)([CH3:24])[C@@:14]([C:17]3[CH:18]=[CH:19][C:20]([Cl:23])=[CH:21][CH:22]=3)([CH3:16])[N:15]=2)=[C:7]([O:44][CH2:45][CH3:46])[CH:6]=1)([CH3:2])([CH3:4])[CH3:3]. Procedure: In a manner analogous to the method described in example 99, {4-[(4S,5R)-2-(6-tert-butyl-4-ethoxy-pyridin-3-yl)-4,5-bis-(4-chloro-phenyl)-4,5-dimethyl-4,5-dihydro-imidazole-1-carbonyl]-piperazin-1-yl}-acetic acid was coupled with bis-(2-ethoxy-ethyl)-amine (TCI-US) to give the title compound. HR-MS (ES, m/z) calculated for C43H59Cl2N6O5 [(M+H)+] 809.3919, observed 809.3118. Product: C(C)(C)(C)C1=CC(=C(C=N1)C=1N([C@]([C@](N1)(C)C1=CC=C(C=C1)Cl)(C)C1=CC=C(C=C1)Cl)C(=O)N1CCN(CC1)CC(=O)N(CCOCC)CCOCC)OCC (2-{4-[(4S,5R)-2-(6-tert-Butyl-4-ethoxy-pyridin-3-yl)-4,5-bis-(4-chloro-phenyl)-4,5-dimethyl-4,5-dihydro-imidazole-1-carbonyl]-piperazin-1-yl}-N,N-bis-(2-ethoxy-ethyl)-acetamide). Reactants: C(C)(C)(C)C1=CC(=C(C=N1)C=1N([C@]([C@](N1)(C)C1=CC=C(C=C1)Cl)(C)C1=CC=C(C=C1)Cl)C(=O)N1CCN(CC1)CC(=O)O)OCC ({4-[(4S,5R)-2-(6-tert-butyl-4-ethoxy-pyridin-3-yl)-4,5-bis-(4-chloro-phenyl)-4,5-dimethyl-4,5-dihydro-imidazole-1-carbonyl]-piperazin-1-yl}-acetic acid), C(C)OCCNCCOCC (bis-(2-ethoxy-ethyl)-amine). Reactants: BrBr (bromine), BrC(C(OC1=CC=C(C=C1)O)(F)F)F (4-(2-bromo-1,1,2-trifluoroethoxy)-phenol). The solvent is C(Cl)(Cl)Cl (chloroform), C(Cl)(Cl)Cl (chloroform). Run at temperature 25 celsius, time 12 hour. The product is BrC1=C(C=CC(=C1)OC(C(F)Br)(F)F)O (2-Bromo-4-(2-bromo-1,1,2-trifluoroethoxy)-phenol). Isolated yield 98.4%. As a reaction SMILES: [Br:1]Br.[Br:3][CH:4]([F:16])[C:5]([F:15])([F:14])[O:6][C:7]1[CH:12]=[CH:11][C:10]([OH:13])=[CH:9][CH:8]=1>C(Cl)(Cl)Cl>[Br:1][C:9]1[CH:8]=[C:7]([O:6][C:5]([F:14])([F:15])[CH:4]([Br:3])[F:16])[CH:12]=[CH:11][C:10]=1[OH:13]. Procedure details: 7.2 g of bromine in 30 ml of chloroform were added dropwise, at 25° C., to a solution of 12.2 g of 4-(2-bromo-1,1,2-trifluoroethoxy)-phenol in 100 ml of anhydrous chloroform, and the mixture was stirred for 12 hours at 25° C. The solvent was removed, and the residue was distilled at 100° C./0.4 mbar to give 15.5 g of pure product.